From a dataset of the Open Reaction Database (ORD), a public repository of structured organic reaction records. describe an organic reaction: reactants, conditions, products, and yield Reactants: C(C)(C)(C)OC(=O)N1CC(CC1)NC(=O)C=1SC=CC1NC1=C2C(=NC=C1)NC=C2 (3-{[3-(1H-Pyrrolo[2,3-b]pyridin-4-ylamino)-thiophene-2-carbonyl]-amino}-pyrrolidine-1-carboxylic acid tert-butyl ester), NCCC1=CC=C(C=C1)S(=O)(=O)N (4-(2-aminoethyl)benzenesulfonamide). Yields the product S(N)(=O)(=O)C1=CC=C(C=C1)CCNC(=O)C=1SC=CC1NC1=C2C(=NC=C1)NC=C2 (3-(1H-Pyrrolo[2,3-b]pyridin-4-ylamino)-thiophene-2-carboxylic acid [2-(4-sulfamoyl-phenyl)-ethyl]-amide). As a reaction SMILES: C(OC(N1[CH2:12][CH2:11][CH:10]([NH:13][C:14]([C:16]2[S:17][CH:18]=[CH:19][C:20]=2[NH:21][C:22]2[CH:27]=[CH:26][N:25]=[C:24]3[NH:28][CH:29]=[CH:30][C:23]=23)=[O:15])C1)=O)(C)(C)C.NCCC1[CH:39]=[CH:38][C:37]([S:40]([NH2:43])(=[O:42])=[O:41])=[CH:36][CH:35]=1>>[S:40]([C:37]1[CH:38]=[CH:39][C:12]([CH2:11][CH2:10][NH:13][C:14]([C:16]2[S:17][CH:18]=[CH:19][C:20]=2[NH:21][C:22]2[CH:27]=[CH:26][N:25]=[C:24]3[NH:28][CH:29]=[CH:30][C:23]=23)=[O:15])=[CH:35][CH:36]=1)(=[O:42])(=[O:41])[NH2:43]. Procedure: This compound was prepared in an analogous manner as 3-{[3-(1H-Pyrrolo[2,3-b]pyridin-4-ylamino)-thiophene-2-carbonyl]-amino}-pyrrolidine-1-carboxylic acid tert-butyl ester using 4-(2-aminoethyl)benzenesulfonamide instead of 1-BOC-3-aminopyrrolidine. LCMS (ESI) 422 (M+H) 1H NMR (400 MHz, DMSO-d6) δ ppm 11.54 (1H, br. s.) 10.31 (1H, s) 8.23 (1H, t, J=5.86 Hz) 8.02 (1H, d, J=5.37 Hz) 7.68-7.83 (3H, m) 7.48 (1H, d, J=5.47 Hz) 7.42 (2H, d, J=8.30 Hz) 7.32 (1H, d, J=2.93 Hz) 7.28 (2H, s) 6.83 (1H, d, ... Starting materials: C(CCCCC)C1=C(OCC(CO)O)C=CC(=C1)CCCCCCCCCCCCCC (3-(2-hexyl-4-tetradecylphenoxy)-1,2-propanediol), C(C1=CC=CC=C1)(C1=CC=CC=C1)(C1=CC=CC=C1)Cl (trityl chloride), N1=CC=CC=C1 (pyridine). Run in C(Cl)(Cl)Cl (chloroform). Reaction conditions: time 24 hour. Yields the product C(CCCCC)C1=C(OCC(COC(C2=CC=CC=C2)(C2=CC=CC=C2)C2=CC=CC=C2)O)C=CC(=C1)CCCCCCCCCCCCCC (1-(2-Hexyl-4-tetradecylphenoxy)-3-(triphenylmethoxy)-2-propanol). The yield is 81.4%. As a reaction SMILES: [CH2:1]([C:7]1[CH:18]=[C:17]([CH2:19][CH2:20][CH2:21][CH2:22][CH2:23][CH2:24][CH2:25][CH2:26][CH2:27][CH2:28][CH2:29][CH2:30][CH2:31][CH3:32])[CH:16]=[CH:15][C:8]=1[O:9][CH2:10][CH:11]([OH:14])[CH2:12][OH:13])[CH2:2][CH2:3][CH2:4][CH2:5][CH3:6].[C:33](Cl)([C:46]1[CH:51]=[CH:50][CH:49]=[CH:48][CH:47]=1)([C:40]1[CH:45]=[CH:44][CH:43]=[CH:42][CH:41]=1)[C:34]1[CH:39]=[CH:38][CH:37]=[CH:36][CH:35]=1.N1C=CC=CC=1>C(Cl)(Cl)Cl>[CH2:1]([C:7]1[CH:18]=[C:17]([CH2:19][CH2:20][CH2:21][CH2:22][CH2:23][CH2:24][CH2:25][CH2:26][CH2:27][CH2:28][CH2:29][CH2:30][CH2:31][CH3:32])[CH:16]=[CH:15][C:8]=1[O:9][CH2:10][CH:11]([OH:14])[CH2:12][O:13][C:33]([C:34]1[CH:39]=[CH:38][CH:37]=[CH:36][CH:35]=1)([C:46]1[CH:47]=[CH:48][CH:49]=[CH:50][CH:51]=1)[C:40]1[CH:41]=[CH:42][CH:43]=[CH:44][CH:45]=1)[CH2:2][CH2:3][CH2:4][CH2:5][CH3:6]. Procedure details: A mixture of 11.64 g of 3-(2-hexyl-4-tetradecylphenoxy)-1,2-propanediol, 12.32 g of trityl chloride and 40 ml of pyridine was stirred for 24 hours, then diluted with chloroform, washed with aqueous sodium bicarbonate, water, dried and the solvents evaporated under reduced pressure. The residue was coevaporated with toluene, giving 14.6 g of the desired compound. Reactants: ClCc1cc(-c2ccccc2)no1, N#Cc1ccc2[nH]ccc2c1C(F)(F)F. Yields the product N#Cc1ccc2c(ccn2Cc2cc(-c3ccccc3)no2)c1C(F)(F)F. Reaction SMILES: [Cl:16][CH2:17][c:18]1[cH:19][c:20](-[c:23]2[cH:24][cH:25][cH:26][cH:27][cH:28]2)[n:21][o:22]1.[F:1][C:2]([c:3]1[c:4]2[cH:5][cH:6][nH:7][c:8]2[cH:9][cH:10][c:11]1[C:12]#[N:13])([F:14])[F:15]>>[F:1][C:2]([c:3]1[c:4]2[cH:5][cH:6][n:7]([CH2:17][c:18]3[cH:19][c:20](-[c:23]4[cH:24][cH:25][cH:26][cH:27][cH:28]4)[n:21][o:22]3)[c:8]2[cH:9][cH:10][c:11]1[C:12]#[N:13])([F:14])[F:15]. The reactants are C1CCOC1, COC(=O)C12CC1C=CCCCCCC(NC(=O)OC(C)(C)C)C(=O)N1CC(OC(=O)N3Cc4cccc(F)c4C3)CC1C(=O)N2, CO, CCOC(C)=O, [Li+], [OH-], O. Product: CC(C)(C)OC(=O)NC1CCCCCC=CC2CC2(C(=O)O)NC(=O)C2CC(OC(=O)N3Cc4cccc(F)c4C3)CN2C1=O. Reaction SMILES: [CH2:47]1[O:48][CH2:49][CH2:50][CH2:51]1.[CH3:1][O:2][C:3](=[O:4])[C:5]12[NH:6][C:7](=[O:46])[CH:8]3[CH2:9][CH:10]([O:33][C:34](=[O:35])[N:36]4[CH2:37][c:38]5[cH:39][cH:40][cH:41][c:42]([F:45])[c:43]5[CH2:44]4)[CH2:11][N:12]3[C:13](=[O:32])[CH:14]([NH:24][C:25](=[O:26])[O:27][C:28]([CH3:29])([CH3:30])[CH3:31])[CH2:15][CH2:16][CH2:17][CH2:18][CH2:19][CH:20]=[CH:21][CH:22]1[CH2:23]2.[CH3:52][OH:53].[CH3:56][CH2:57][O:58][C:59]([CH3:60])=[O:61].[Li+:54].[OH-:55].[OH2:62]>>[O:2]=[C:3]([OH:4])[C:5]12[NH:6][C:7](=[O:46])[CH:8]3[CH2:9][CH:10]([O:33][C:34](=[O:35])[N:36]4[CH2:37][c:38]5[cH:39][cH:40][cH:41][c:42]([F:45])[c:43]5[CH2:44]4)[CH2:11][N:12]3[C:13](=[O:32])[CH:14]([NH:24][C:25](=[O:26])[O:27][C:28]([CH3:29])([CH3:30])[CH3:31])[CH2:15][CH2:16][CH2:17][CH2:18][CH2:19][CH:20]=[CH:21][CH:22]1[CH2:23]2. Run at time 5 hour. Reported procedure: To a cold (0° C.) solution of N-butyl-2-(4-fluorophenyl)-3-[2-(methylsulfanyl)-4-pyrimidinyl]pyrazolo[1,5-α]pyridin-7-amine (1.51 g, 3.7 mmol) in 50 mL chloroform was added m-chloroperbenzoic acid (0.87 g, 70–75%, 3.7 mmol). The reaction was allowed to warm to rt. After stirring for 5 h, another 0.2 g m-chloroperbenzoic acid was added and the reaction was stirred for 15 min. The reaction was diluted with aqueous sodium bicarbonate and extracted with dichloromethane. The organic extracts were was... Run in C([O-])(O)=O.[Na+] (sodium bicarbonate), C(Cl)(Cl)Cl (chloroform). Yields the product C(CCC)NC1=CC=CC=2N1N=C(C2C2=NC(=NC=C2)S(=O)C)C2=CC=C(C=C2)F (N-butyl-2-(4-fluorophenyl)-3-[2-(methylsulfinyl)-4-pyrimidinyl]pyrazolo[1,5-α]pyridin-7-amine). Starting materials: C(CCC)NC1=CC=CC=2N1N=C(C2C2=NC(=NC=C2)SC)C2=CC=C(C=C2)F (N-butyl-2-(4-fluorophenyl)-3-[2-(methylsulfanyl)-4-pyrimidinyl]pyrazolo[1,5-α]pyridin-7-amine), ClC1=CC(=CC=C1)C(=O)OO (m-chloroperbenzoic acid), ClC1=CC(=CC=C1)C(=O)OO (m-chloroperbenzoic acid). Reaction SMILES: [CH2:1]([NH:5][C:6]1[N:11]2[N:12]=[C:13]([C:23]3[CH:28]=[CH:27][C:26]([F:29])=[CH:25][CH:24]=3)[C:14]([C:15]3[CH:20]=[CH:19][N:18]=[C:17]([S:21][CH3:22])[N:16]=3)=[C:10]2[CH:9]=[CH:8][CH:7]=1)[CH2:2][CH2:3][CH3:4].ClC1C=CC=C(C(OO)=[O:38])C=1>C(Cl)(Cl)Cl.C(=O)(O)[O-].[Na+]>[CH2:1]([NH:5][C:6]1[N:11]2[N:12]=[C:13]([C:23]3[CH:24]=[CH:25][C:26]([F:29])=[CH:27][CH:28]=3)[C:14]([C:15]3[CH:20]=[CH:19][N:18]=[C:17]([S:21]([CH3:22])=[O:38])[N:16]=3)=[C:10]2[CH:9]=[CH:8][CH:7]=1)[CH2:2][CH2:3][CH3:4] |f:3.4|. Isolated yield 60.6%. Starting materials: C(C1=CC=CC=C1)(=O)C1=C(C=C(C=C1)S(=O)(=O)Cl)Cl.ClC1=CC=C(C(=O)C=2C=C(C=CC2Cl)S(=O)(=O)Cl)C=C1.C(C1=CC=CC=C1)(=O)C=1C=C(C=CC1Cl)S(=O)(=O)Cl (3-benzoyl-4-chlorobenzenesulphonyl chloride 3-(4-chlorobenzoyl)-4-chlorobenzenesulphonyl chloride 4-benzoyl-3-chlorobenzenesulphonyl chloride), ClC1=C(C=C(C=C1)S(=O)(=O)Cl)C(=O)C=1SC=CC1 (4-chloro-3-(2-thienoyl)benzenesulphonyl chloride). Yields the product ClC1=C(C(=O)C=2C=C(C=CC2Cl)S(=O)(=O)Cl)C=CC(=C1)Cl (3-(2,4-dichlorobenzoyl)-4-chlorobenzensulphonyl chloride). As a reaction SMILES: C(C1C=CC(S([Cl:18])(=O)=O)=CC=1Cl)(=O)C1C=CC=CC=1.[Cl:20][C:21]1[CH:39]=[CH:38][C:24]([C:25]([C:27]2[CH:28]=[C:29]([S:34]([Cl:37])(=[O:36])=[O:35])[CH:30]=[CH:31][C:32]=2[Cl:33])=[O:26])=[CH:23][CH:22]=1.C(C1C=C(S(Cl)(=O)=O)C=CC=1Cl)(=O)C1C=CC=CC=1.ClC1C=CC(S(Cl)(=O)=O)=CC=1C(C1SC=CC=1)=O>>[Cl:18][C:23]1[CH:22]=[C:21]([Cl:20])[CH:39]=[CH:38][C:24]=1[C:25]([C:27]1[CH:28]=[C:29]([S:34]([Cl:37])(=[O:35])=[O:36])[CH:30]=[CH:31][C:32]=1[Cl:33])=[O:26] |f:0.1.2|. Reported procedure: 3-benzoyl-4-chlorobenzenesulphonyl chloride 3-(4-chlorobenzoyl)-4-chlorobenzenesulphonyl chloride 4-benzoyl-3-chlorobenzenesulphonyl chloride and 4-chloro-3-(2-thienoyl)benzenesulphonyl chloride. Starting materials: CCOC(=O)CCCCCBr, O=C([O-])[O-], [K+], [K+], CN(C)C=O, O, Oc1ccc2c(c1)[nH]c1ccccc12. Product: CCOC(=O)CCCCCOc1ccc2c(c1)[nH]c1ccccc12. RXN SMILES: [Br:15][CH2:16][CH2:17][CH2:18][CH2:19][CH2:20][C:21](=[O:22])[O:23][CH2:24][CH3:25].[C:26](=[O:27])([O-:28])[O-:29].[K+:30].[K+:31].[O:33]=[CH:34][N:35]([CH3:36])[CH3:37].[OH2:32].[OH:1][c:2]1[cH:3][c:4]2[nH:5][c:6]3[cH:7][cH:8][cH:9][cH:10][c:11]3[c:12]2[cH:13][cH:14]1>>[O:1]([c:2]1[cH:3][c:4]2[nH:5][c:6]3[cH:7][cH:8][cH:9][cH:10][c:11]3[c:12]2[cH:13][cH:14]1)[CH2:16][CH2:17][CH2:18][CH2:19][CH2:20][C:21](=[O:22])[O:23][CH2:24][CH3:25]. Reactants: ClC1=NC=NC(=C1)Cl (4,6-dichloropyrimidine), O (water), OC1=CC2=C(NC(O2)=O)C=C1 (6-hydroxy-2-benzoxazolinone), C([O-])([O-])=O.[K+].[K+] (potassium carbonate). The solvent is CN(C)C=O (DMF). Product: ClC1=CC(=NC=N1)OC1=CC2=C(NC(O2)=O)C=C1 (6-(6-chloropyrimidin-4-yloxy)benzo[d]oxazol-2(3H)-one). RXN SMILES: Cl[C:2]1[CH:7]=[C:6]([Cl:8])[N:5]=[CH:4][N:3]=1.[OH:9][C:10]1[CH:19]=[CH:18][C:13]2[NH:14][C:15](=[O:17])[O:16][C:12]=2[CH:11]=1.C(=O)([O-])[O-].[K+].[K+].O>CN(C=O)C>[Cl:8][C:6]1[N:5]=[CH:4][N:3]=[C:2]([O:9][C:10]2[CH:19]=[CH:18][C:13]3[NH:14][C:15](=[O:17])[O:16][C:12]=3[CH:11]=2)[CH:7]=1 |f:2.3.4|. Reported procedure: 0.20 g (1.34 mmol) 4,6-dichloropyrimidine, 0.21 g (1.39 mmol) 6-hydroxy-2-benzoxazolinone and 0.20. g (1.45 mmol) potassium carbonate in 2.0 mL DMF were stirred for 2 h at RT. The reaction mixture was mixed with water. The precipitate formed was suction filtered, washed and dried. Reactants: ClC(Cl)(Cl)Cl, CC(=O)OCC(Cc1ccccc1)C(C)C(C)C, ClCCl, CC#N, [O-][I+3]([O-])([O-])[O-], [Na+], O. The product is CC(C)C(C)C1COC(=O)C1. Reaction SMILES: [C:22]([Cl:23])([Cl:24])([Cl:25])[Cl:26].[CH2:1]([c:2]1[cH:3][cH:4][cH:5][cH:6][cH:7]1)[CH:8]([CH2:9][O:10][C:11]([CH3:12])=[O:13])[CH:14]([CH:15]([CH3:16])[CH3:17])[CH3:18].[CH2:33]([Cl:34])[Cl:35].[CH3:19][C:20]#[N:21].[I+3:27]([O-:28])([O-:29])([O-:30])[O-:31].[Na+:32].[OH2:36]>>[CH:8]1([CH:14]([CH:15]([CH3:16])[CH3:17])[CH3:18])[CH2:9][O:10][C:11](=[O:13])[CH2:12]1.